Dataset: the Open Reaction Database (ORD), a public repository of structured organic reaction records. Task: describe an organic reaction: reactants, conditions, products, and yield Reaction SMILES: [C:1]([O:5][C:6]([N:8]([CH3:20])[C@H:9]([C:17]([OH:19])=O)[CH2:10][C:11]1[CH:16]=[CH:15][CH:14]=[CH:13][CH:12]=1)=[O:7])([CH3:4])([CH3:3])[CH3:2].CN1CCOCC1.[NH2:28][CH2:29][CH2:30][CH2:31][N:32]([CH3:34])[CH3:33]>ClCCl>[C:6]([N:8]([CH3:20])[C@H:9]([C:17]([NH:28][CH2:29][CH2:30][CH2:31][N:32]([CH3:34])[CH3:33])=[O:19])[CH2:10][C:11]1[CH:12]=[CH:13][CH:14]=[CH:15][CH:16]=1)([O:5][C:1]([CH3:2])([CH3:3])[CH3:4])=[O:7]. The solvent is ClCCl (dichloromethane). The product is C(=O)(OC(C)(C)C)N([C@@H](CC1=CC=CC=C1)C(=O)NCCCN(C)C)C (BOC-MePhe-NHCH2CH2CH2NMe2). Starting materials: C(C)(C)(C)OC(=O)N([C@@H](CC1=CC=CC=C1)C(=O)O)C (N-t-Butyloxycarbonyl-N-methylphenylalanine), CN1CCOCC1 (NMM), NCCCN(C)C (NH2CH2CH2CH2NMe2). Procedure details: N-t-Butyloxycarbonyl-N-methylphenylalanine (2.79 g) and NMM (1.01 g) were dissolved in dichloromethane (20 ml) and the stirred solution cooled to -20° IBCF (1.37 g) was then added and the mixture stirred for 5 minutes before the addition of NH2CH2CH2CH2NMe2 (1.02 g). The solution was stirred for 1 hour at -20° and then at room temperature for 12 hours. The mixture was evaporated, and the residue dissolved in ethyl acetate (50 ml) and an aqueous solution of sodium bicarbonate (saturated, 50 ml). ... Run at time 1 hour. Reactants: solution, S(=O)(=O)([O-])[O-].[NH4+].[NH4+] (ammonium sulfate), O[C@@H]1CC=C(SCCCCCC(=O)OC)[C@H]1\C=C\[C@H](C[C@@H](CCCC)C)O (methyl (11R,12S,13E,15S,17R)-11,15-dihydroxy-17,20-dimethyl-7-thiaprosta-8,13-dienoate), P(=O)([O-])([O-])[O-] (phosphate), Cl (hydrochloric acid). Solvent: CC(=O)C (acetone). Reaction conditions: time 15 hour. Product: O[C@@H]1CC=C(SCCCCCC(=O)O)[C@H]1\C=C\[C@H](C[C@@H](CCCC)C)O ((11R,12S,13E,15S,17R)-11,15-dihydroxy-17,20-dimethyl-7-thiaprosta-8,13-dienoic acid). Isolated yield 12.9%. Reaction SMILES: [OH:1][C@H:2]1[C@H:16](/[CH:17]=[CH:18]/[C@@H:19]([OH:27])[CH2:20][C@H:21]([CH3:26])[CH2:22][CH2:23][CH2:24][CH3:25])[C:5]([S:6][CH2:7][CH2:8][CH2:9][CH2:10][CH2:11][C:12]([O:14]C)=[O:13])=[CH:4][CH2:3]1.P([O-])([O-])([O-])=O.Cl.S([O-])([O-])(=O)=O.[NH4+].[NH4+]>CC(C)=O>[OH:1][C@H:2]1[C@H:16](/[CH:17]=[CH:18]/[C@@H:19]([OH:27])[CH2:20][C@H:21]([CH3:26])[CH2:22][CH2:23][CH2:24][CH3:25])[C:5]([S:6][CH2:7][CH2:8][CH2:9][CH2:10][CH2:11][C:12]([OH:14])=[O:13])=[CH:4][CH2:3]1 |f:3.4.5|. Reported procedure: To methyl (11R,12S,13E,15S,17R)-11,15-dihydroxy-17,20-dimethyl-7-thiaprosta-8,13-dienoate (37.2 mg, 0.093 mmol) in acetone (1 mL) was added pH 8 phosphate buffer (10 mL). To this was further added esterase containing solution (derived from pig's liver, made by Sigma Co., 100 μl). This was agitated at room temperature for 15 hours. Dilute hydrochloric acid was added to the reaction solution to make the solution pH 4. Further, The solution was made saturated by ammonium sulfate, then the target pr... The reactants are C(C)(=O)O (acetic acid), C1=CC=CC2=CC=CC=C12 (naphthalene), S(O)(O)(=O)=O (sulphuric acid), C1=CC=CC2=CC=CC=C12 (naphthalene), S(O)(O)(=O)=O (sulphuric acid). The solvent is C(C)(=O)OC(C)=O (acetic anhydride), C(C)(=O)OC(C)=O (acetic anhydride). The product is C1(=CC=CC2=CC=CC=C12)S(=O)(=O)O (naphthalene-α-sulphonic acid). As a reaction SMILES: [CH:1]1[C:10]2[C:5](=[CH:6][CH:7]=[CH:8][CH:9]=2)[CH:4]=[CH:3][CH:2]=1.[S:11](=O)(=[O:14])([OH:13])[OH:12].C(O)(=O)C>C(OC(=O)C)(=O)C>[C:9]1([S:11]([OH:14])(=[O:13])=[O:12])[C:10]2[C:5](=[CH:4][CH:3]=[CH:2][CH:1]=2)[CH:6]=[CH:7][CH:8]=1. Reported procedure: 128 g (1 mole) of naphthalene are dissolved in 102 g (1 mole) of acetic anhydride in an apparatus with a stirrer and a means for the supply of sulphuric acid, a dephlegmator, cooler and vacuum-receiver. Then 98 g (1 mole) of a 100% sulphuric acid are added to the solution of naphthalene in acetic anhydride for 60 minutes at a temperature of 60° C. The removal of the forming acetic acid is effected under vacuum under a residual pressure of 1 to 10 mm Hg. After discontinuation of distillation of a... Reactants: C1(=CC=CC2=CC=CC=C12)[C@H](C)N ((S)-1-(1-naphthyl)ethylamine), C(C=C)OC1=CC=C(C(=O)O)C=C1 (4-allyloxybenzoic acid), N[C@@H]([C@@H](C)CC)C(=O)OC(C)C ((S)-isopropyl isoleucinate), C(C=C)OC1=CC=C(C(=O)O)C=C1 (4-allyloxybenzoic acid). Yields the product C(C)(C)N(C(C1=CC=C(C=C1)OCC=C)=O)C([C@@H](N)[C@@H](C)CC)=O ((S)-N-isoleucyl-4-allyloxybenzamide isopropyl ester). Yield: 54.1%. RXN SMILES: [CH2:1]([O:4][C:5]1[CH:13]=[CH:12][C:8]([C:9]([OH:11])=O)=[CH:7][CH:6]=1)[CH:2]=[CH2:3].[NH2:14][C@H:15]([C:20]([O:22]C(C)C)=O)[C@H:16]([CH2:18][CH3:19])[CH3:17].[C:26]1([C@@H:36]([NH2:38])[CH3:37])C2C(=CC=CC=2)C=CC=1>>[CH:36]([N:38]([C:20](=[O:22])[C@H:15]([C@H:16]([CH2:18][CH3:19])[CH3:17])[NH2:14])[C:9](=[O:11])[C:8]1[CH:7]=[CH:6][C:5]([O:4][CH2:1][CH:2]=[CH2:3])=[CH:13][CH:12]=1)([CH3:37])[CH3:26]. Procedure: (S)-N-Isoleucyl-4-allyloxybenzamide isopropyl ester was prepared as in Example 1 except 2.6 g (0.015 mole) of 4-allyloxybenzoic acid and 2.5 g (0.014 mole) of (S)-isopropyl isoleucinate were used in Example 2 rather than the 2.0 g of 4-allyloxybenzoic acid and 2 g (S)-1-(1-naphthyl)ethylamine in Example 1. The product was recrystallized twice from petroleum ether (30°-60°) to give 2.1 g (37%) of (S)-N-isoleucyl-4-allyloxybenzamide isopropyl ester as a white crystalline solid; mp 48°-48.5° C.; [α... Yield: 76.4%. Conditions: temperature -30 celsius, time 1 hour. The reagents and catalysts are CN(C)C=1C=CN=CC1 (DMAP). Solvent: C1CCOC1 (THF), C(C)N(CC)CC (triethylamine). Product: [N+](=O)([O-])C1=CC=C(C(=O)OC2=CC=C(C=C2)[N+](=O)[O-])C=C1 (4-nitrophenyl 4-nitrobenzoate). Procedure: 8.77 g of 4-nitrobenzoic acid (52.5 mM) were dissolved in 400 ml of THF and 53.1 g of triethylamine (525.0 mM). The solution was cooled to −30° C. and 6.01 g of methansulfochloride (52.5 mM) were added dropwise. The mixture was stirred for 1 h at this temperature, then 6.95 g of 4-nitrophenol (50.0 mM) were added at once, followed by 250 mg of DMAP. The reaction mixture was stirred for 1 h at −30° C. and was allowed to warm to room temperature while stirred overnight. The next day, the reaction ... Reactants: [N+](=O)([O-])C1=CC=C(C(=O)O)C=C1 (4-nitrobenzoic acid), [N+](=O)([O-])C1=CC=C(C=C1)O (4-nitrophenol). RXN SMILES: [N+:1]([C:4]1[CH:12]=[CH:11][C:7]([C:8]([OH:10])=[O:9])=[CH:6][CH:5]=1)([O-:3])=[O:2].[N+:13]([C:16]1[CH:21]=[CH:20][C:19](O)=[CH:18][CH:17]=1)([O-:15])=[O:14]>C1COCC1.C(N(CC)CC)C.CN(C1C=CN=CC=1)C>[N+:1]([C:4]1[CH:5]=[CH:6][C:7]([C:8]([O:10][C:19]2[CH:20]=[CH:21][C:16]([N+:13]([O-:15])=[O:14])=[CH:17][CH:18]=2)=[O:9])=[CH:11][CH:12]=1)([O-:3])=[O:2]. Reactants: C[Si](C)(C)[N-][Si](C)(C)C.[K+] (potassium bis(trimethylsilyl)amide), C(C)(C)(C)OC(=O)N1CCC2(C(NCN2C2=CC=CC=C2)=O)CC1 (4-oxo-1-phenyl-1,3,8-triaza-spiro[4.5]decane-8-carboxylic acid tert-butyl ester), C(C1=CC=CC=C1)Br (benzylbromide), [H-].[Na+] (sodium hydride), (rac,cis)-3-methyl-1-phenyl-8-(2-phenyl-cyclohexyl)-1,3,8-triaza-spiro[4.5]decan-4-one. The product is C(C)(C)(C)OC(=O)N1CCC2(C(N(CN2C2=CC=CC=C2)CC2=CC=CC=C2)=O)CC1 (3-Benzyl-4-oxo-1-phenyl-1,3,8-triaza-spiro[4.5]decane-8-carboxylic acid tert-butyl ester). RXN SMILES: [C:1]([O:5][C:6]([N:8]1[CH2:24][CH2:23][C:11]2([N:15]([C:16]3[CH:21]=[CH:20][CH:19]=[CH:18][CH:17]=3)[CH2:14][NH:13][C:12]2=[O:22])[CH2:10][CH2:9]1)=[O:7])([CH3:4])([CH3:3])[CH3:2].[CH2:25](Br)[C:26]1[CH:31]=[CH:30][CH:29]=[CH:28][CH:27]=1.C[Si]([N-][Si](C)(C)C)(C)C.[K+].[H-].[Na+]>>[C:1]([O:5][C:6]([N:8]1[CH2:9][CH2:10][C:11]2([N:15]([C:16]3[CH:21]=[CH:20][CH:19]=[CH:18][CH:17]=3)[CH2:14][N:13]([CH2:25][C:26]3[CH:31]=[CH:30][CH:29]=[CH:28][CH:27]=3)[C:12]2=[O:22])[CH2:23][CH2:24]1)=[O:7])([CH3:4])([CH3:2])[CH3:3] |f:2.3,4.5|. Procedure: The title compound was prepared from 4-oxo-1-phenyl-1,3,8-triaza-spiro[4.5]decane-8-carboxylic acid tert-butyl ester (J. Med. Chem. (1992), 35, 423–30) and benzylbromide in analogy of the procedure described for the synthesis of (rac,cis)-3-methyl-1-phenyl-8-(2-phenyl-cyclohexyl)-1,3,8-triaza-spiro[4.5]decan-4-one (Example 69) by using potassium bis(trimethylsilyl)amide as base instead of sodium hydride. 3-Benzyl-4-oxo-1-phenyl-1,3,8-triaza-spiro[4.5]decane-8-carboxylic acid tert-butyl ester was... The reactants are ClC1=C(C(OCC)=N)C(=CC=C1)F (ethyl 2-chloro-6-fluorobenzimidate), FC(C1=C(C(=O)Cl)C=CC=C1)(F)F (o-trifluoromethyl-benzoyl chloride). The product is FC(C1=C(C(=O)N=C(C2=C(C=CC=C2F)Cl)OCC)C=CC=C1)(F)F (ethyl N-(o-trifluoromethyl-benzoyl)-2-chloro-6-fluorobenzimidate). Reaction SMILES: [Cl:1][C:2]1[CH:12]=[CH:11][CH:10]=[C:9]([F:13])[C:3]=1[C:4](=[NH:8])[O:5][CH2:6][CH3:7].[F:14][C:15]([F:26])([F:25])[C:16]1[CH:24]=[CH:23][CH:22]=[CH:21][C:17]=1[C:18](Cl)=[O:19]>>[F:14][C:15]([F:25])([F:26])[C:16]1[CH:24]=[CH:23][CH:22]=[CH:21][C:17]=1[C:18]([N:8]=[C:4]([O:5][CH2:6][CH3:7])[C:3]1[C:9]([F:13])=[CH:10][CH:11]=[CH:12][C:2]=1[Cl:1])=[O:19]. Procedure: starting from ethyl 2-chloro-6-fluorobenzimidate and o-trifluoromethyl-benzoyl chloride there is obtained ethyl N-(o-trifluoromethyl-benzoyl)-2-chloro-6-fluorobenzimidate and therefrom with methylhydrazine there is obtained 3-(2-chloro-6-fluorophenyl)-1-methyl-5-(o-trifluoromethyl-phenyl)-1H-1,2,4-triazole, m.p. 80°-84° C.;